This data is from the Open Reaction Database (ORD), a public repository of structured organic reaction records. The task is: describe an organic reaction: reactants, conditions, products, and yield Starting materials: CC(=O)O, O, CCCc1c2n(c3ccccc13)C(=O)C(C(O)c1ncn(C(c3ccccc3)(c3ccccc3)c3ccccc3)c1C)CC2. Product: CCCc1c2n(c3ccccc13)C(=O)C(C(O)c1nc[nH]c1C)CC2. RXN SMILES: [CH3:45][C:46](=[O:47])[OH:48].[OH2:49].[OH:1][CH:2]([CH:3]1[CH2:4][CH2:5][c:6]2[n:7]([c:8]3[cH:9][cH:10][cH:11][cH:12][c:13]3[c:14]2[CH2:15][CH2:16][CH3:17])[C:18]1=[O:19])[c:20]1[n:21][cH:22][n:23]([C:26]([c:27]2[cH:28][cH:29][cH:30][cH:31][cH:32]2)([c:33]2[cH:34][cH:35][cH:36][cH:37][cH:38]2)[c:39]2[cH:40][cH:41][cH:42][cH:43][cH:44]2)[c:24]1[CH3:25]>>[OH:1][CH:2]([CH:3]1[CH2:4][CH2:5][c:6]2[n:7]([c:8]3[cH:9][cH:10][cH:11][cH:12][c:13]3[c:14]2[CH2:15][CH2:16][CH3:17])[C:18]1=[O:19])[c:20]1[n:21][cH:22][nH:23][c:24]1[CH3:25]. The reactants are B(F)(F)F.CSC (Borontrifluoride dimethylsulfide), COC=1C=C(C=C(C1)C)C1=C(C=NN1CC#N)C1=CC(=NC=C1)C1=CC(=CC=C1)C(C)=O ([5-(3-methoxy-5-methylphenyl)-4-(2-(3-acetylphenyl)pyridin-4-yl)-pyrazol-1-yl]acetonitrile). Run in ClCCl (dichloromethane). Conditions: time 24 hour. The product is OC=1C=C(C=C(C1)C)C1=C(C=NN1CC#N)C1=CC(=NC=C1)C1=CC(=CC=C1)C(C)=O ([5-(3-hydroxy-5-methylphenyl)-4-(2-(3-acetylphenyl)pyridin-4-yl)-pyrazol-1-yl]acetonitrile). As a reaction SMILES: B(F)(F)F.CSC.C[O:9][C:10]1[CH:11]=[C:12]([C:17]2[N:21]([CH2:22][C:23]#[N:24])[N:20]=[CH:19][C:18]=2[C:25]2[CH:30]=[CH:29][N:28]=[C:27]([C:31]3[CH:36]=[CH:35][CH:34]=[C:33]([C:37](=[O:39])[CH3:38])[CH:32]=3)[CH:26]=2)[CH:13]=[C:14]([CH3:16])[CH:15]=1>ClCCl>[OH:9][C:10]1[CH:11]=[C:12]([C:17]2[N:21]([CH2:22][C:23]#[N:24])[N:20]=[CH:19][C:18]=2[C:25]2[CH:30]=[CH:29][N:28]=[C:27]([C:31]3[CH:36]=[CH:35][CH:34]=[C:33]([C:37](=[O:39])[CH3:38])[CH:32]=3)[CH:26]=2)[CH:13]=[C:14]([CH3:16])[CH:15]=1 |f:0.1|. Procedure details: Borontrifluoride-dimethylsulfide (0.13 mL, 1.2 mmol) was dropwise added to a solution of the methoxy compound (50.7 mg, 0.12 mmol) prepared in Example 36 in dichloromethane (4 mL) at room temperature under nitrogen atmosphere, and stirred for 24 hours. The reaction mixture was concentrated by vacuum distillation. The residue was treated in ethyl acetate (100 mL) and brine (50 mL) and the organic layer was dried over anhydrous magnesium sulfate and distilled under vacuum. Purification through col... Starting materials: CP([O-])(=O)C (P,P-dimethyl-phosphinate), ClC1=CC=C(C=C1)C=C[N+](=O)[O-] (1-(4-chlorophenyl)-2-nitro-ethene), C(C)(C)NC(C)C (diisopropylamine), solution, C(CCC)[Li] (n-butyllithium), [Cl-].[NH4+] (ammonium chloride). The solvent is O1CCCC1 (tetrahydrofuran), O1C(CCC1)C(=O)[O-] (tetrahydrofuranat), CCCCCC (hexane). Conditions: time 10 minute. Product: ClC1=CC=C(C=C1)C(CP(OCC(C)C)(=O)C)C[N+](=O)[O-] (isobutyl 2-(4-chlorophenyl)-3-nitro-propyl-(methyl)phosphinate). RXN SMILES: C(N[CH:5]([CH3:7])[CH3:6])(C)C.[CH2:8]([Li])CCC.[CH3:13][P:14]([CH3:17])(=[O:16])[O-:15].[Cl:18][C:19]1[CH:24]=[CH:23][C:22]([CH:25]=[CH:26][N+:27]([O-:29])=[O:28])=[CH:21][CH:20]=1.[Cl-].[NH4+]>O1CCCC1C([O-])=O.CCCCCC.O1CCCC1>[Cl:18][C:19]1[CH:20]=[CH:21][C:22]([CH:25]([CH2:26][N+:27]([O-:29])=[O:28])[CH2:13][P:14]([CH3:17])(=[O:15])[O:16][CH2:6][CH:5]([CH3:7])[CH3:8])=[CH:23][CH:24]=1 |f:4.5|. Procedure: To a solution of 1.62 g of diisopropylamine in 20 ml of dry tetrahydrofuranat -78° C. under an atmosphere of nitrogen are added 10.0 ml of a 1.6M solution of n-butyllithium in hexane. This solution is then stirred for a period of 10 minutes at this temperature, after which time a solution of 2.0 g of isobutyl, P,P-dimethyl-phosphinate is added. This mixture is stirred at -78° C. for a period of 1 hour, after which time a solution of 2.45 g of tran-1-(4-chlorophenyl)-2-nitro-ethene in 20 ml of te... Starting materials: C1CCOC1, Cc1ccc(=O)[nH]n1, OC1CCN(c2ccc3nnc(C(F)(F)F)n3n2)CC1, CC(C)OC(=O)N=NC(=O)OC(C)C, c1ccc(P(c2ccccc2)c2ccccc2)cc1. Product: Cc1ccc(OC2CCN(c3ccc4nnc(C(F)(F)F)n4n3)CC2)nn1. RXN SMILES: [CH2:62]1[O:63][CH2:64][CH2:65][CH2:66]1.[CH3:35][c:36]1[cH:37][cH:38][c:39](=[O:42])[nH:40][n:41]1.[F:15][C:16]([c:17]1[n:18][n:19][c:20]2[n:21]1[n:22][c:23]([N:26]1[CH2:27][CH2:28][CH:29]([OH:32])[CH2:30][CH2:31]1)[cH:24][cH:25]2)([F:33])[F:34].[O:1]=[C:2]([O:3][CH:4]([CH3:5])[CH3:6])[N:7]=[N:8][C:9]([O:10][CH:11]([CH3:12])[CH3:13])=[O:14].[c:43]1([P:44]([c:45]2[cH:46][cH:47][cH:48][cH:49][cH:50]2)[c:51]2[cH:52][cH:53][cH:54][cH:55][cH:56]2)[cH:57][cH:58][cH:59][cH:60][cH:61]1>>[F:15][C:16]([c:17]1[n:18][n:19][c:20]2[n:21]1[n:22][c:23]([N:26]1[CH2:27][CH2:28][CH:29]([O:32][c:39]3[cH:38][cH:37][c:36]([CH3:35])[n:41][n:40]3)[CH2:30][CH2:31]1)[cH:24][cH:25]2)([F:33])[F:34]. Yields the product C1(=CC=CC=C1)C1(CCCCC1)C#N (1-phenyl-cyclohexanecarbonitrile). Isolated yield 65.8%. As a reaction SMILES: [H-].[Na+].[C:3]1([CH2:9][C:10]#[N:11])[CH:8]=[CH:7][CH:6]=[CH:5][CH:4]=1.Br[CH2:13][CH2:14][CH2:15][CH2:16][CH2:17]Br.Cl>CS(C)=O.CS(C)=O.CCOCC.O>[C:3]1([C:9]2([C:10]#[N:11])[CH2:17][CH2:16][CH2:15][CH2:14][CH2:13]2)[CH:8]=[CH:7][CH:6]=[CH:5][CH:4]=1 |f:0.1,6.7|. Run in CS(=O)C (dimethyl sulfoxide), O (water), CS(=O)C.CCOCC (dimethyl sulfoxide ether). Run at time 2 hour. The reactants are Cl (HCl), C1(=CC=CC=C1)CC#N (phenylacetonitrile), BrCCCCCBr (1,5-dibromopentane), [H-].[Na+] (NaH). Procedure details: To a suspension of NaH (42.7 g, 1067.0 mmol, 60%) in dimethyl sulfoxide (600.0 mL) were added drop-wise a mixture of phenylacetonitrile (50.0 g, 426.8 mmol) and 1,5-dibromopentane (58.1 mL, 426.8 mmol) dissolved in dimethyl sulfoxide:ether (1:1) (200.0 mL) at 0° C. and the reaction mixture was stirred at this temperature for 2 h. After completion of the reaction, water and a 10% HCl solution were added to the mixture and the mixture was extracted with ethyl acetate. The combined organic layer wa... The reactants are COC(C(CC1CCCC1)C1=CC=C(C=C1)C=1C=NC=CC1)=O (3-cyclopentyl-2-(4-pyridin-3-yl-phenyl)-propionic acid methyl ester), CNC(=O)N (methyl urea), C[O-].[Mg+2].C[O-] (magnesium methoxide), CO (methanol). Reaction conditions: temperature 25 celsius. Yields the product hexanes ethyl acetate, C1(CCCC1)CC(C(=O)NC(=O)NC)C1=CC=C(C=C1)C=1C=NC=CC1 (1-[3-cyclopentyl-2-(4-pyridin-3-yl-phenyl)-propionyl]-3-methyl-urea). Isolated yield 5.4%. RXN SMILES: CO[C:3](=[O:23])[CH:4]([C:11]1[CH:16]=[CH:15][C:14]([C:17]2[CH:18]=[N:19][CH:20]=[CH:21][CH:22]=2)=[CH:13][CH:12]=1)[CH2:5][CH:6]1[CH2:10][CH2:9][CH2:8][CH2:7]1.[CH3:24][NH:25][C:26]([NH2:28])=[O:27].C[O-].[Mg+2].C[O-].CO>>[CH:6]1([CH2:5][CH:4]([C:11]2[CH:12]=[CH:13][C:14]([C:17]3[CH:18]=[N:19][CH:20]=[CH:21][CH:22]=3)=[CH:15][CH:16]=2)[C:3]([NH:28][C:26]([NH:25][CH3:24])=[O:27])=[O:23])[CH2:10][CH2:9][CH2:8][CH2:7]1 |f:2.3.4|. Procedure details: A mixture of 3-cyclopentyl-2-(4-pyridin-3-yl-phenyl)-propionic acid methyl ester (275 mg, 0.89 mmol) and methyl urea (165 mg, 2.22 mmol) was treated with a solution of magnesium methoxide in methanol (7.4 wt. %, 5.5 mL, 2.67 mmol). The reaction mixture was then concentrated in vacuo to approximately one-half the volume of methanol. The resulting reaction mixture was then heated under reflux for 3 d. The reaction mixture was allowed to cool to 25° C. and then partitioned between water and ethyl a... Starting materials: FC=1C=C(C(CBr)=O)C=CC1F (3,4-difluorophenacyl bromide), C(C)(C)OC1=CC=C(C(=O)CC#N)C=C1 (p-isopropoxybenzoylacetonitrile), ClC1=C(C(=O)CC#N)C=CC(=C1)Cl (2,4-dichlorobenzoylacetonitrile), FC1=C(C(=O)CC#N)C=C(C=C1)F (2,5-difluorobenzoylacetonitrile), C(C)C1=C(C(=O)CC#N)C=CC=C1 (o-ethylbenzoylacetonitrile), CC=1C=C(C(=O)CC#N)C=CC1C (3,4-dimethylbenzoylacetonitrile), C(C)OC=1C=C(C(=O)CC#N)C=CC1OCC (3,4-diethoxybenzoylacetonitrile), C(C)OC=1C=C(C(=O)CC#N)C=CC1 (m-ethoxybenzoylacetonitrile), C(C(C)C)C=1C=C(C(=O)CC#N)C=CC1 (m-isobutylbenzoylacetonitrile), [C-]#N.[Na+] (sodium cyanide), colorless solid, C(C)(C)C1=CC=C(C(=O)CC#N)C=C1 (p-isopropylbenzoylacetonitrile). Run in C(C)O (ethanol), O (water). Reaction conditions: time 1 hour. Yields the product FC=1C=C(C(=O)CC#N)C=CC1F (3,4-difluorobenzoylacetonitrile). RXN SMILES: [F:1][C:2]1[CH:3]=[C:4]([CH:9]=[CH:10][C:11]=1[F:12])[C:5](=[O:8])[CH2:6]Br.[C-]#N.[Na+].ClC1C=C(Cl)C=CC=1C(C[C:22]#[N:23])=O.C(C1C=CC=CC=1C(CC#N)=O)C.C(C1C=CC(C(CC#N)=O)=CC=1)(C)C.C(C1C=C(C=CC=1)C(CC#N)=O)C(C)C.CC1C=C(C=CC=1C)C(CC#N)=O.C(OC1C=C(C=CC=1)C(CC#N)=O)C.C(OC1C=CC(C(CC#N)=O)=CC=1)(C)C.C(OC1C=C(C=CC=1OCC)C(CC#N)=O)C.FC1C=CC(F)=CC=1C(CC#N)=O>O.C(O)C>[F:1][C:2]1[CH:3]=[C:4]([CH:9]=[CH:10][C:11]=1[F:12])[C:5]([CH2:6][C:22]#[N:23])=[O:8] |f:1.2|. Procedure details: A solution of 13.2 g. (0.056 mole) of 3,4-difluorophenacyl bromide was dissolved in 100 ml. of ethanol and cooled to 5° C. in ice. A solution of 7.6 g. (0.16 mole) of sodium cyanide in 40 ml. of water was added dropwise over 0.5 hr. and the reaction is stirred for an additional one hour. At that time, the mixture was diluted with 100 ml. of water and filtered through Celite®. Acidification of the filtrate gave a cloudy mixture which was extracted with methylene chloride. The organic phase was dr... Reactants: CC(N)COc1ccccc1, Oc1ccc(OCC2CO2)cc1. The product is CC(COc1ccccc1)NCC(O)COc1ccc(O)cc1. RXN SMILES: [CH3:13][CH:14]([CH2:15][O:16][c:17]1[cH:18][cH:19][cH:20][cH:21][cH:22]1)[NH2:23].[O:1]1[CH:2]([CH2:3][O:4][c:5]2[cH:6][cH:7][c:8]([OH:11])[cH:9][cH:10]2)[CH2:12]1>>[OH:1][CH:2]([CH2:3][O:4][c:5]1[cH:6][cH:7][c:8]([OH:11])[cH:9][cH:10]1)[CH2:12][NH:23][CH:14]([CH3:13])[CH2:15][O:16][c:17]1[cH:18][cH:19][cH:20][cH:21][cH:22]1.